Dataset: the Open Reaction Database (ORD), a public repository of structured organic reaction records. Task: describe an organic reaction: reactants, conditions, products, and yield Starting materials: ClC1=NC=C(C=C1)Cl (2,5-dichloropyridine), C([O-])([O-])=O.[K+].[K+] (potassium carbonate), N1CCNCC1 (piperazine), C(C)(=O)OCC (ethyl acetate). Solvent: CN(C=O)C (dimethylformamide). Reaction conditions: temperature 110 celsius, time 4 hour. The product is ClC=1C=CC(=NC1)N1CCNCC1 (5-chloro-2-(1-piperazinyl)pyridine). The yield is 10.5%. Reaction SMILES: Cl[C:2]1[CH:7]=[CH:6][C:5]([Cl:8])=[CH:4][N:3]=1.C(=O)([O-])[O-].[K+].[K+].[NH:15]1[CH2:20][CH2:19][NH:18][CH2:17][CH2:16]1.C(OCC)(=O)C>CN(C)C=O>[Cl:8][C:5]1[CH:6]=[CH:7][C:2]([N:15]2[CH2:20][CH2:19][NH:18][CH2:17][CH2:16]2)=[N:3][CH:4]=1 |f:1.2.3|. Reported procedure: To a solution of 2,5-dichloropyridine (2 g) in dimethylformamide (30 mL) was added potassium carbonate (3.73 g) and piperazine (1.16 g) and the mixture was stirred at 110° C. for 4 hours. After cooling the reaction mixture, thereto was added ethyl acetate and an aqueous saturated sodium hydrogencarbonate solution and the mixture was extracted with ethyl acetate. The organic layer was washed with water, dried over magnesium sulfate and filtered. The filtrate was concentrated in vacuo and the resu... Starting materials: CC#N, O=Cc1ccc(O)cc1O, ClCc1ccccc1, [F-], [K+]. Yields the product O=Cc1ccc(OCc2ccccc2)cc1O. Reaction SMILES: [CH3:21][C:22]#[N:23].[CH:1](=[O:2])[c:3]1[cH:4][cH:5][c:6]([OH:7])[cH:8][c:9]1[OH:10].[Cl:13][CH2:14][c:15]1[cH:16][cH:17][cH:18][cH:19][cH:20]1.[F-:11].[K+:12]>>[CH:1](=[O:2])[c:3]1[cH:4][cH:5][c:6]([O:7][CH2:14][c:15]2[cH:16][cH:17][cH:18][cH:19][cH:20]2)[cH:8][c:9]1[OH:10]. Starting materials: Cc1csc(-c2oncc2CO)c1, Cc1ccccc1, C1CCOC1, O=S(Cl)Cl. Yields the product Cc1csc(-c2oncc2CCl)c1. Reaction SMILES: [CH3:1][c:2]1[cH:3][c:4](-[c:7]2[c:8]([CH2:12][OH:13])[cH:9][n:10][o:11]2)[s:5][cH:6]1.[CH3:23][c:24]1[cH:25][cH:26][cH:27][cH:28][cH:29]1.[O:14]1[CH2:15][CH2:16][CH2:17][CH2:18]1.[S:19]([Cl:20])([Cl:21])=[O:22]>>[CH3:1][c:2]1[cH:3][c:4](-[c:7]2[c:8]([CH2:12][Cl:21])[cH:9][n:10][o:11]2)[s:5][cH:6]1. The reactants are COC(=O)CCCCCOc1ccc2nc(SCc3ccccc3)n(-c3ccc(C)cc3)c2c1, O=C(OO)c1cccc(Cl)c1, ClCCl, [Na+], [Na+], O=S([O-])OS(=O)[O-]. Yields the product COC(=O)CCCCCOc1ccc2nc(S(=O)Cc3ccccc3)n(-c3ccc(C)cc3)c2c1. RXN SMILES: [CH3:1][O:2][C:3]([CH2:4][CH2:5][CH2:6][CH2:7][CH2:8][O:9][c:10]1[cH:11][cH:12][c:13]2[c:14]([n:15](-[c:26]3[cH:27][cH:28][c:29]([CH3:32])[cH:30][cH:31]3)[c:16]([S:18][CH2:19][c:20]3[cH:21][cH:22][cH:23][cH:24][cH:25]3)[n:17]2)[cH:33]1)=[O:34].[Cl:35][c:36]1[cH:37][cH:38][cH:39][c:40]([C:41]([O:42][OH:44])=[O:43])[cH:45]1.[Cl:55][CH2:56][Cl:57].[Na+:53].[Na+:54].[S:46]([O:47][S:48]([O-:49])=[O:50])([O-:51])=[O:52]>>[CH3:1][O:2][C:3]([CH2:4][CH2:5][CH2:6][CH2:7][CH2:8][O:9][c:10]1[cH:11][cH:12][c:13]2[c:14]([n:15](-[c:26]3[cH:27][cH:28][c:29]([CH3:32])[cH:30][cH:31]3)[c:16]([S:18]([CH2:19][c:20]3[cH:21][cH:22][cH:23][cH:24][cH:25]3)=[O:43])[n:17]2)[cH:33]1)=[O:34].